From a dataset of the Open Reaction Database (ORD), a public repository of structured organic reaction records. describe an organic reaction: reactants, conditions, products, and yield Reactants: [Cl-], [Cl-], Cl, FC(F)(F)Oc1ccccc1, C1COOOC1, [Zn+2]. Product: FC(F)(F)Oc1ccc(CCl)cc1. RXN SMILES: [Cl-:19].[Cl-:21].[ClH:18].[F:7][C:8]([O:9][c:10]1[cH:11][cH:12][cH:13][cH:14][cH:15]1)([F:16])[F:17].[O:1]1[CH2:2][CH2:3][CH2:4][O:5][O:6]1.[Zn+2:20]>>[CH2:4]([c:13]1[cH:12][cH:11][c:10]([O:9][C:8]([F:7])([F:16])[F:17])[cH:15][cH:14]1)[Cl:18].